From a dataset of the Open Reaction Database (ORD), a public repository of structured organic reaction records. describe an organic reaction: reactants, conditions, products, and yield Product: CCn1c(=O)n(-c2ccc3c(c2)CCN3C(=O)OC(C)(C)C)c2ncccc21. As a reaction SMILES: [C:30](=[O:31])([O-:32])[O-:33].[CH2:27]([CH3:28])[I:29].[Cs+:34].[Cs+:35].[O:1]=[c:2]1[nH:3][c:4]2[c:5]([n:6][cH:7][cH:8][cH:9]2)[n:10]1-[c:11]1[cH:12][c:13]2[c:17]([cH:18][cH:19]1)[N:16]([C:20](=[O:21])[O:22][C:23]([CH3:24])([CH3:25])[CH3:26])[CH2:15][CH2:14]2.[O:37]=[CH:38][N:39]([CH3:40])[CH3:41].[OH2:36]>>[O:1]=[c:2]1[n:3]([CH2:27][CH3:28])[c:4]2[c:5]([n:6][cH:7][cH:8][cH:9]2)[n:10]1-[c:11]1[cH:12][c:13]2[c:17]([cH:18][cH:19]1)[N:16]([C:20](=[O:21])[O:22][C:23]([CH3:24])([CH3:25])[CH3:26])[CH2:15][CH2:14]2. Reactants: O=C([O-])[O-], CCI, [Cs+], [Cs+], CC(C)(C)OC(=O)N1CCc2cc(-n3c(=O)[nH]c4cccnc43)ccc21, CN(C)C=O, O. The reactants are NCCCCN1C=NC=2C(=NC=3C=CC=CC3C21)N (1-(4-aminobutyl)-1H-imidazo[4,5-c]quinolin-4-amine), C1(=CC=CC2=CC=CC=C12)C(=O)Cl (1-naphthoyl chloride). Product: NC1=NC=2C=CC=CC2C2=C1N=CN2CCCCNC(=O)C2=CC=CC1=CC=CC=C21 (N1-[4-(4-amino-1H-imidazo[4,5-c]quinolin-1-yl)butyl]-1-naphthamide). Reaction SMILES: [NH2:1][CH2:2][CH2:3][CH2:4][CH2:5][N:6]1[C:18]2[C:17]3[CH:16]=[CH:15][CH:14]=[CH:13][C:12]=3[N:11]=[C:10]([NH2:19])[C:9]=2[N:8]=[CH:7]1.[C:20]1([C:30](Cl)=[O:31])[C:29]2[C:24](=[CH:25][CH:26]=[CH:27][CH:28]=2)[CH:23]=[CH:22][CH:21]=1>>[NH2:19][C:10]1[C:9]2[N:8]=[CH:7][N:6]([CH2:5][CH2:4][CH2:3][CH2:2][NH:1][C:30]([C:20]3[C:29]4[C:24](=[CH:25][CH:26]=[CH:27][CH:28]=4)[CH:23]=[CH:22][CH:21]=3)=[O:31])[C:18]=2[C:17]2[CH:16]=[CH:15][CH:14]=[CH:13][C:12]=2[N:11]=1. Reported procedure: According to the general method of Example 14, 1-(4-aminobutyl)-1H-imidazo[4,5-c]quinolin-4-amine and 1-naphthoyl chloride were combined to provide N1-[4-(4-amino-1H-imidazo[4,5-c]quinolin-1-yl)butyl]-1-naphthamide as an off white powder, m.p. 174.5° C. (decomposition). 1H NMR (300 MHz, DMSO-d6) δ 8.52 (t, J=5.6 Hz, 1H), 8.49 (s, 1H), 8.24 (m, 3H), 8.10 (d, J=8.1 Hz, 1H), 7.97 (m, 2H), 7.80 (d, J=8.2 Hz, 1H), 7.65 (t, J=7.3 Hz, 1H), 7.57-7.41 (m, 5H), 4.75 (t, J=6.9 Hz, 2H), 2.03-1.98 (m, 2H), 1... Starting materials: C(C)#N (acetonitrile), C(C)(C)(C)[O-].[K+] (t-BuO−K+), OC=1C=C(C=O)C=CC1 (3-hydroxybenzaldehyde). Solvent: C1CCOC1 (THF), C1CCOC1 (THF). Run at temperature -50 celsius, time 5 minute. The product is OC(CC#N)C1=CC(=CC=C1)O (3-hydroxy-3-(3-hydroxyphenyl)propanenitrile). Reaction SMILES: C([O-])(C)(C)C.[K+].[C:7](#[N:9])[CH3:8].[OH:10][C:11]1[CH:12]=[C:13]([CH:16]=[CH:17][CH:18]=1)[CH:14]=[O:15]>C1COCC1>[OH:15][CH:14]([C:13]1[CH:16]=[CH:17][CH:18]=[C:11]([OH:10])[CH:12]=1)[CH2:8][C:7]#[N:9] |f:0.1|. Procedure details: To a stirred suspension of t-BuO−K+ (68.5 g, 614 mmol) in THF, cooled to −50° C., was added acetonitrile (30.3 mL, 540 mmol), dropwise over a period of 5 min. The resulting mixture was stirred at −50° C. for 30 min following which a solution of 3-hydroxybenzaldehyde (21.2) (30.0 g, 244 mmol) in THF was added slowly, over a period of 10 min. This was then allowed to warm to 0° C. and stirred for another 3 h during which the reaction was complete. The reaction was quenched by slow addition of ice-... The reactants are O=C([O-])[O-], CCCS(=O)(=O)Cl, ClCCl, CC[N+](CC)(CC)Cc1ccccc1, Cc1cc(C(=O)c2cnn(C)c2O)c(C)c2c1S(=O)(=O)CCC2(C)C, [Cl-], [K+], [K+], O. Reaction SMILES: [C:26](=[O:27])([O-:28])[O-:29].[CH2:32]([CH2:33][CH3:34])[S:35](=[O:36])(=[O:37])[Cl:38].[CH2:39]([Cl:40])[Cl:41].[CH2:44]([N+:45]([CH2:46][CH3:47])([CH2:48][CH3:49])[CH2:50][CH3:51])[c:52]1[cH:53][cH:54][cH:55][cH:56][cH:57]1.[CH3:1][C:2]1([CH3:25])[CH2:3][CH2:4][S:5](=[O:23])(=[O:24])[c:6]2[c:7]([CH3:22])[cH:8][c:9]([C:13](=[O:14])[c:15]3[cH:16][n:17][n:18]([CH3:21])[c:19]3[OH:20])[c:10]([CH3:12])[c:11]21.[Cl-:43].[K+:30].[K+:31].[OH2:42]>>[CH3:1][C:2]1([CH3:25])[CH2:3][CH2:4][S:5](=[O:23])(=[O:24])[c:6]2[c:7]([CH3:22])[cH:8][c:9]([C:13](=[O:14])[c:15]3[cH:16][n:17][n:18]([CH3:21])[c:19]3[O:20][S:35]([CH2:32][CH2:33][CH3:34])(=[O:36])=[O:37])[c:10]([CH3:12])[c:11]21. Product: CCCS(=O)(=O)Oc1c(C(=O)c2cc(C)c3c(c2C)C(C)(C)CCS3(=O)=O)cnn1C. The reactants are C(C1=CC=CC=C1)N1CC(OCC1)COCC (4-Benzyl-2-ethoxymethylmorpholine). The reagents and catalysts are [C].[Pd] (palladium-carbon). Solvent: C(C)O (ethanol). Conditions: time 24 hour. The product is C(C)OCC1CNCCO1 (2-ethoxymethylmorpholine). Isolated yield 70.9%. Reaction SMILES: C([N:8]1[CH2:13][CH2:12][O:11][CH:10]([CH2:14][O:15][CH2:16][CH3:17])[CH2:9]1)C1C=CC=CC=1>[C].[Pd].C(O)C>[CH2:16]([O:15][CH2:14][CH:10]1[O:11][CH2:12][CH2:13][NH:8][CH2:9]1)[CH3:17] |f:1.2|. Reported procedure: 4-Benzyl-2-ethoxymethylmorpholine (1.6 g) and 10% palladium-carbon (200 mg) are added to ethanol (30 ml), and the mixture is stirred under hydrogen pressure of 5 kg/cm2 for 24 hours. Palladium-carbon is filtered off, and the solvent is distilled off under reduced pressure to give the title compound (0.7 g) as colorless liquid. Reactants: C(CCCCCCCCCCC)N (dodecylamine), ClC1=NC(=NC(=C1)C)C(C)C (4-chloro-2-isopropyl-6-methylpyrimidine), C(C)(=O)OCC (ethyl acetate), [OH-].[Na+] (sodium hydroxide). Run in O1CCOCC1 (dioxane), O1CCOCC1 (dioxane). Conditions: temperature 109 celsius, time 10 minute. Yields the product C(CCCCCCCCCCC)NC1=NC(=NC(=C1)C)C(C)C (4-dodecylamino-2-isopropyl-6-methylpyrimidine). Reaction SMILES: Cl[C:2]1[CH:7]=[C:6]([CH3:8])[N:5]=[C:4]([CH:9]([CH3:11])[CH3:10])[N:3]=1.[CH2:12]([NH2:24])[CH2:13][CH2:14][CH2:15][CH2:16][CH2:17][CH2:18][CH2:19][CH2:20][CH2:21][CH2:22][CH3:23].C(OCC)(=O)C.[OH-].[Na+]>O1CCOCC1>[CH2:12]([NH:24][C:2]1[CH:7]=[C:6]([CH3:8])[N:5]=[C:4]([CH:9]([CH3:11])[CH3:10])[N:3]=1)[CH2:13][CH2:14][CH2:15][CH2:16][CH2:17][CH2:18][CH2:19][CH2:20][CH2:21][CH2:22][CH3:23] |f:3.4|. Procedure: 79.2 g of 4-chloro-2-isopropyl-6-methylpyrimidine (464.1 mmol) are heated in 100 ml of dioxane at 100° C. A heated solution of 189.3 g of dodecylamine (1021 mmol, 2.2 eq) in 30 ml of dioxane is added dropwise thereto over the course of 2 hours, and the reaction mixture is further heated for 2 hours at 100° C. and for 9 hours at 109° C. After cooling, 400 ml of ethyl acetate and 150 ml of 4M sodium hydroxide solution (600 mmol) are added thereto and the mixture is stirred at 50° C. for 10 minutes... The reactants are CC(C)C[Al+]CC(C)C, CCOC(=O)Cc1c(C)nn(C)c1C, [H-], C1CCOC1. Product: Cc1nn(C)c(C)c1CC=O. As a reaction SMILES: [CH2:16]([Al+:17][CH2:18][CH:19]([CH3:20])[CH3:21])[CH:22]([CH3:23])[CH3:24].[CH2:1]([O:3][C:4](=[O:2])[CH2:5][c:6]1[c:7]([CH3:13])[n:8][n:9]([CH3:12])[c:10]1[CH3:11])[CH3:14].[H-:15].[O:25]1[CH2:26][CH2:27][CH2:28][CH2:29]1>>[O:3]=[CH:4][CH2:5][c:6]1[c:7]([CH3:13])[n:8][n:9]([CH3:12])[c:10]1[CH3:11]. Starting materials: BrC1=CC=2C(C3=CC(=CC=C3C2C=C1)Br)(C)C (2,7-dibromo-9,9-dimethyl-9H-fluorene), C1(=CC=CC=C1)N(C=1C=C(C=CC1)B(O)O)C1=CC=CC=C1 (3-(diphenylamino)phenylboronic acid), C(=O)([O-])[O-].[K+].[K+] (K2CO3). The reagents and catalysts are C1=CC=C(C=C1)P(C2=CC=CC=C2)C3=CC=CC=C3.C1=CC=C(C=C1)P(C2=CC=CC=C2)C3=CC=CC=C3.C1=CC=C(C=C1)P(C2=CC=CC=C2)C3=CC=CC=C3.C1=CC=C(C=C1)P(C2=CC=CC=C2)C3=CC=CC=C3.[Pd] (Pd(pph3)4). Solvent: C1(=CC=CC=C1)C.O (toluene H2O). Reaction conditions: time 12 hour. Product: BrC1=CC=C2C=3C=CC(=CC3C(C2=C1)(C)C)C=1C=C(N(C2=CC=CC=C2)C2=CC=CC=C2)C=CC1 (3-(7-bromo-9,9-dimethyl-9H-fluoren-2-yl)-N,N-diphenylaniline). Yield: 41.0%. Reaction SMILES: Br[C:2]1[CH:14]=[CH:13][C:12]2[C:11]3[C:6](=[CH:7][C:8]([Br:15])=[CH:9][CH:10]=3)[C:5]([CH3:17])([CH3:16])[C:4]=2[CH:3]=1.[C:18]1([N:24]([C:34]2[CH:39]=[CH:38][CH:37]=[CH:36][CH:35]=2)[C:25]2[CH:26]=[C:27](B(O)O)[CH:28]=[CH:29][CH:30]=2)[CH:23]=[CH:22][CH:21]=[CH:20][CH:19]=1.C([O-])([O-])=O.[K+].[K+]>C1(C)C=CC=CC=1.O.C1C=CC(P(C2C=CC=CC=2)C2C=CC=CC=2)=CC=1.C1C=CC(P(C2C=CC=CC=2)C2C=CC=CC=2)=CC=1.C1C=CC(P(C2C=CC=CC=2)C2C=CC=CC=2)=CC=1.C1C=CC(P(C2C=CC=CC=2)C2C=CC=CC=2)=CC=1.[Pd]>[Br:15][C:8]1[CH:7]=[C:6]2[C:11]([C:12]3[CH:13]=[CH:14][C:2]([C:29]4[CH:30]=[C:25]([CH:26]=[CH:27][CH:28]=4)[N:24]([C:34]4[CH:35]=[CH:36][CH:37]=[CH:38][CH:39]=4)[C:18]4[CH:23]=[CH:22][CH:21]=[CH:20][CH:19]=4)=[CH:3][C:4]=3[C:5]2([CH3:16])[CH3:17])=[CH:10][CH:9]=1 |f:2.3.4,5.6,7.8.9.10.11|. Procedure details: 2,7-dibromo-9,9-dimethyl-9H-fluorene (5.0 g, 14.201 mmol), 3-(diphenylamino)phenylboronic acid (2.05 g, 7.10 mmol), Pd(pph3)4 (820 mg, 0.71 mmol), K2CO3 (1.96 g, 14.201 mmol) were put in a 250 mL two-neck flask and dissolved in toluene/H2O. The solution was refluxed and stirred for 12 hours. After completion of the reaction, the solution was distilled under reduced pressure to remove the solvent. The resultant was columned with a solution of hexane and methylenechloride (4:1). The solution was d...